From a dataset of the Open Reaction Database (ORD), a public repository of structured organic reaction records. describe an organic reaction: reactants, conditions, products, and yield Reaction SMILES: [C:38](=[O:39])([O-:40])[OH:41].[CH2:43]1[O:44][CH2:45][CH2:46][CH2:47]1.[Cl:1][c:2]1[n:3][cH:4][n:5][c:6]2[cH:7][cH:8][c:9]([OH:12])[cH:10][c:11]12.[F:13][CH2:14][CH:15]([CH2:16][F:17])[OH:18].[Na+:42].[c:19]1([P:20]([c:21]2[cH:22][cH:23][cH:24][cH:25][cH:26]2)[c:27]2[cH:28][cH:29][cH:30][cH:31][cH:32]2)[cH:33][cH:34][cH:35][cH:36][cH:37]1>>[Cl:1][c:2]1[n:3][cH:4][n:5][c:6]2[cH:7][cH:8][c:9]([O:12][CH:15]([CH2:14][F:13])[CH2:16][F:17])[cH:10][c:11]12. Reactants: O=C([O-])O, C1CCOC1, Oc1ccc2ncnc(Cl)c2c1, OC(CF)CF, [Na+], c1ccc(P(c2ccccc2)c2ccccc2)cc1. The product is FCC(CF)Oc1ccc2ncnc(Cl)c2c1.